The task is: describe an organic reaction: reactants, conditions, products, and yield. This data is from the Open Reaction Database (ORD), a public repository of structured organic reaction records. The yield is 76.5%. The solvent is C(C)O (ethanol). Starting materials: C(=O)[O-].[NH4+] (Ammonium formate), C(C1=CC=CC=C1)N1CCC(CC1)N(C(=O)C=1C=C2C=NNC2=CC1)C (N-(1-benzylpiperidin-4-yl)-N-methyl-1H-indazole-5-carboxamide). The reagents and catalysts are [Pd] (Pd/C). Procedure: Ammonium formate (400 mg) and 10%-Pd/C (80 mg) were added to a solution of the N-(1-benzylpiperidin-4-yl)-N-methyl-1H-indazole-5-carboxamide (435.1 mg, 1.25 mmol) obtained in Example 318 in ethanol (10 ml) at room temperature, and the resulting mixture was refluxed for 2 hours. The reaction mixture was filtered by the use of Celite, and the filtrate was concentrated and the resulting residue was purified by a silica gel column chromatography (eluent: chloroform/methanol (1%-aqueous ammonia)) to ... The product is CN(C(=O)C=1C=C2C=NNC2=CC1)C1CCNCC1 (N-methyl-N-piperidin-4-yl-1H-indazole-5-carboxamide). RXN SMILES: C([O-])=O.[NH4+].C([N:12]1[CH2:17][CH2:16][CH:15]([N:18]([CH3:30])[C:19]([C:21]2[CH:22]=[C:23]3[C:27](=[CH:28][CH:29]=2)[NH:26][N:25]=[CH:24]3)=[O:20])[CH2:14][CH2:13]1)C1C=CC=CC=1>C(O)C.[Pd]>[CH3:30][N:18]([CH:15]1[CH2:16][CH2:17][NH:12][CH2:13][CH2:14]1)[C:19]([C:21]1[CH:22]=[C:23]2[C:27](=[CH:28][CH:29]=1)[NH:26][N:25]=[CH:24]2)=[O:20] |f:0.1|. Reactants: C(#C)C1=CC=C(C=C1)F (1-ethynyl-4-fluorobenzene), BrC1=NC(=CC=C1N)C ((2-bromo-6-methyl-pyridin-3-yl)amine). The reagents and catalysts are Cl[Pd]([P](C1=CC=CC=C1)(C2=CC=CC=C2)C3=CC=CC=C3)([P](C4=CC=CC=C4)(C5=CC=CC=C5)C6=CC=CC=C6)Cl ((PPh3)2PdCl2). Run in C(C)N(CC)CC (triethylamine). The product is FC1=CC=C(C=C1)C#CC1=NC(=CC=C1N)C ((2-(4-fluoro-phenylethynyl)-6-methyl-pyridin-3-yl)amine). Isolated yield 67.3%. RXN SMILES: Br[C:2]1[C:7]([NH2:8])=[CH:6][CH:5]=[C:4]([CH3:9])[N:3]=1.[C:10]([C:12]1[CH:17]=[CH:16][C:15]([F:18])=[CH:14][CH:13]=1)#[CH:11]>C(N(CC)CC)C.Cl[Pd](Cl)([P](C1C=CC=CC=1)(C1C=CC=CC=1)C1C=CC=CC=1)[P](C1C=CC=CC=1)(C1C=CC=CC=1)C1C=CC=CC=1>[F:18][C:15]1[CH:16]=[CH:17][C:12]([C:10]#[C:11][C:2]2[C:7]([NH2:8])=[CH:6][CH:5]=[C:4]([CH3:9])[N:3]=2)=[CH:13][CH:14]=1 |^1:28,47|. Reported procedure: Following the same procedure as described in Example 1, (2-bromo-6-methyl-pyridin-3-yl)amine (200 mg, 1.07 mmol) reacted with (PPh3)2PdCl2 (36 mg, 0.05 mmol), Cul (10 mg, 0.05 mmol) and 1-ethynyl-4-fluorobenzene (184 μl, 1.07 mmol) in triethylamine (5 ml). The crude residue was purified by flash chromatography (hexane/ethyl acetate 7:3) to yield 164 mg (0.72 mmol, 68%) of (2-(4-fluoro-phenylethynyl)-6-methyl-pyridin-3-yl)amine as a yellow solid. The hydrochloride of (2-(4-fluoro-phenylethynyl)-6... The reactants are C(=O)(Cl)Cl (phosgene), C1(CC1)C1=NN=C(S1)N (5-cyclopropyl-2-amino-1,3,4-thiadiazole). The solvent is C(C)(=O)OCC (ethyl acetate), C(C)(=O)OCC (ethyl acetate). Conditions: time 16 hour. Product: C1(CC1)C1=NN=C(S1)N=C=O (5-Cyclopropyl-1,3,4-thiadiazol-2-yl Isocyanate). RXN SMILES: [C:1](Cl)(Cl)=[O:2].[CH:5]1([C:8]2[S:12][C:11]([NH2:13])=[N:10][N:9]=2)[CH2:7][CH2:6]1>C(OCC)(=O)C>[CH:5]1([C:8]2[S:12][C:11]([N:13]=[C:1]=[O:2])=[N:10][N:9]=2)[CH2:7][CH2:6]1. Reported procedure: A saturated solution of phosgene in ethyl acetate (100 ml) was charged into a glass reaction vessel equipped with a mechanical stirrer. A slurry of 5-cyclopropyl-2-amino-1,3,4-thiadiazole (6 grams) in ethyl acetate (100 ml) was added to the reaction vessel, and the resulting mixture was stirred for a period of about 16 hours, resulting in the formation of a precipitate. The reaction mixture was then purged with nitrogen gas to remove unreacted phosgene. The purged mixture was filtered to recover... Reactants: C(=O)(C(F)(F)F)O (TFA), C(C)(=O)O[BH-](OC(C)=O)OC(C)=O.[Na+] (Sodium triacetoxyborohydride), N1CCC2(CC1)NC(C1=CC=CC=C12)=O (spiro[isoindoline-1,4′-piperidin]-3-one), C12C(CC(C=C1)C2)C=O (bicyclo[2.2.1]hept-5-ene-2-carbaldehyde). Solvent: CC#N.O (CH3CN—H2O), ClCCCl (1,2-dichloroethane). Reaction conditions: time 6 hour. Yields the product C12C(CC(C=C1)C2)CN2CCC1(CC2)NC(C2=CC=CC=C21)=O (1′-(bicyclo[2.2.1]hept-5-en-2-ylmethyl)spiro[isoindoline-1,4′-piperidin]-3-one). Reaction SMILES: C(O[BH-](OC(=O)C)OC(=O)C)(=O)C.[Na+].[NH:15]1[CH2:20][CH2:19][C:18]2([C:28]3[C:23](=[CH:24][CH:25]=[CH:26][CH:27]=3)[C:22](=[O:29])[NH:21]2)[CH2:17][CH2:16]1.[CH:30]12[CH2:36][CH:33]([CH:34]=[CH:35]1)[CH2:32][CH:31]2[CH:37]=O.C(O)(C(F)(F)F)=O>ClCCCl.CC#N.O>[CH:30]12[CH2:36][CH:33]([CH:34]=[CH:35]1)[CH2:32][CH:31]2[CH2:37][N:15]1[CH2:20][CH2:19][C:18]2([C:28]3[C:23](=[CH:24][CH:25]=[CH:26][CH:27]=3)[C:22](=[O:29])[NH:21]2)[CH2:17][CH2:16]1 |f:0.1,6.7|. Reported procedure: Sodium triacetoxyborohydride (31 mg, 0.15 mmol) was added to a stirred solution of spiro[isoindoline-1,4′-piperidin]-3-one 3a (20 mg, 0.10 mmol) and bicyclo[2.2.1]hept-5-ene-2-carbaldehyde (18 mg, 0.15 mmol) in 1,2-dichloroethane (1 mL) and the mixture was stirred at room temperature for 6 h. The solvent was removed under reduced pressure and the crude product was purified by preparative HPLC (5-70% CH3CN—H2O gradient with 0.05% TFA, 15 min) to give compound no. 267. LC/MS m/z [M+H]+ 309.0 reten... The reactants are COC(C1=CC(=C(C=C1)O)C(=C)C1=CC=CC=C1)=O (4-hydroxy-3-(1-phenyl-vinyl)-benzoic acid methylester), petroleum ether MTBE, C(C1=CC=CC=C1)Br (benzyl bromide), CC(=O)C (acetone). The product is COC(C1=CC(=C(C=C1)OCC1=CC=CC=C1)C(=C)C1=CC=CC=C1)=O (4-benzyloxy-3-(1-phenyl-vinyl)-benzoic acid-methylester). The yield is 79.7%. Reaction SMILES: [CH3:1][O:2][C:3](=[O:19])[C:4]1[CH:9]=[CH:8][C:7]([OH:10])=[C:6]([C:11]([C:13]2[CH:18]=[CH:17][CH:16]=[CH:15][CH:14]=2)=[CH2:12])[CH:5]=1.[CH2:20](Br)[C:21]1[CH:26]=[CH:25][CH:24]=[CH:23][CH:22]=1.CC(C)=O>>[CH3:1][O:2][C:3](=[O:19])[C:4]1[CH:9]=[CH:8][C:7]([O:10][CH2:20][C:21]2[CH:26]=[CH:25][CH:24]=[CH:23][CH:22]=2)=[C:6]([C:11]([C:13]2[CH:14]=[CH:15][CH:16]=[CH:17][CH:18]=2)=[CH2:12])[CH:5]=1. Reported procedure: To a solution of 1.50 g (5.9 mmole) 4-hydroxy-3-(1-phenyl-vinyl)-benzoic acid methylester and 1.04 g (6.1 mmole) benzyl bromide in 10 ml abs. acetone 1.24 g (8.9 mmole) potassium carbonate are added. The reaction mixture is then heated for 4 hours with recycling. Following cooling of the suspension, it is filtered and the residue is washed with 50 ml diethtylether. The solvent is removed and the raw product obtained is cleaned by column chromatography (silica gel, petroleum ether/MTBE=5/1 (v/v))...